The task is: describe an organic reaction: reactants, conditions, products, and yield. This data is from the Open Reaction Database (ORD), a public repository of structured organic reaction records. The reactants are CN1C(NCC1)=O (1-methylimidazolidin-2-one), C([O-])([O-])=O.[Cs+].[Cs+] (cesium carbonate), CNCCNC (N,N′-dimethylethylenediamine), BrC1=C(C=CC(=C1)Cl)C(=O)N1CCN(CC1)C1=NC=C(C=C1C)C ((2-bromo-4-chlorophenyl) [4-(3,5-dimethylpyridin-2-yl)piperazin-1-yl]methanone). Reagents/catalysts: [Cu]I (copper(I) iodide). Run in O1CCOCC1 (1,4-dioxane), O (water). Reaction conditions: time 8 hour. Product: ClC=1C=CC(=C(C1)N1C(N(CC1)C)=O)C(=O)N1CCN(CC1)C1=NC=C(C=C1C)C (1-{5-chloro-2-[4-(3,5-dimethylpyridin-2-yl)piperazine-1-carbonyl]phenyl}-3-methylimidazolidin-2-one). Isolated yield 38.6%. As a reaction SMILES: Br[C:2]1[CH:7]=[C:6]([Cl:8])[CH:5]=[CH:4][C:3]=1[C:9]([N:11]1[CH2:16][CH2:15][N:14]([C:17]2[C:22]([CH3:23])=[CH:21][C:20]([CH3:24])=[CH:19][N:18]=2)[CH2:13][CH2:12]1)=[O:10].[CH3:25][N:26]1[CH2:30][CH2:29][NH:28][C:27]1=[O:31].C(=O)([O-])[O-].[Cs+].[Cs+].CNCCNC>[Cu]I.O.O1CCOCC1>[Cl:8][C:6]1[CH:5]=[CH:4][C:3]([C:9]([N:11]2[CH2:16][CH2:15][N:14]([C:17]3[C:22]([CH3:23])=[CH:21][C:20]([CH3:24])=[CH:19][N:18]=3)[CH2:13][CH2:12]2)=[O:10])=[C:2]([N:28]2[CH2:29][CH2:30][N:26]([CH3:25])[C:27]2=[O:31])[CH:7]=1 |f:2.3.4|. Procedure: To a mixture of (2-bromo-4-chlorophenyl) [4-(3,5-dimethylpyridin-2-yl)piperazin-1-yl]methanone (817 mg) described in Preparation Example 167, 1-methylimidazolidin-2-one (300 mg), cesium carbonate (1.30 g) and copper(I) iodide (191 mg) were added 1,4-dioxane (4 mL) and N,N′-dimethylethylenediamine (0.22 mL), and the mixture was stirred for 8 hr under refluxing. After cooling, water was added to the reaction mixture, and the mixture was extracted with ethyl acetate. The solvent was evaporated, and... Product: CCOc1cc(C(CCN(O)C=O)N2C(=O)c3cccc(NC(C)=O)c3C2=O)ccc1OC. Starting materials: CCOc1cc(C(CCNO)N2C(=O)c3cccc(NC(C)=O)c3C2=O)ccc1OC, ClCCl, CC(=O)OC=O. Reaction SMILES: [CH2:1]([CH3:2])[O:3][c:4]1[cH:5][c:6]([CH:12]([CH2:13][CH2:14][NH:15][OH:16])[N:17]2[C:18](=[O:31])[c:19]3[cH:20][cH:21][cH:22][c:23]([NH:27][C:28]([CH3:29])=[O:30])[c:24]3[C:25]2=[O:26])[cH:7][cH:8][c:9]1[O:10][CH3:11].[CH2:38]([Cl:39])[Cl:40].[CH:32](=[O:33])[O:34][C:35](=[O:36])[CH3:37]>>[CH2:1]([CH3:2])[O:3][c:4]1[cH:5][c:6]([CH:12]([CH2:13][CH2:14][N:15]([OH:16])[CH:32]=[O:33])[N:17]2[C:18](=[O:31])[c:19]3[cH:20][cH:21][cH:22][c:23]([NH:27][C:28]([CH3:29])=[O:30])[c:24]3[C:25]2=[O:26])[cH:7][cH:8][c:9]1[O:10][CH3:11]. Starting materials: CS(C)=O, CCOC(C)=O, Nc1ccc(Cl)cc1[N+](=O)[O-], Cc1ccc(F)c(C#N)c1, [Li+], [OH-], O, O. Yields the product Cc1ccc(Nc2ccc(Cl)cc2[N+](=O)[O-])c(C#N)c1. RXN SMILES: [CH3:26][S:27]([CH3:28])=[O:29].[CH3:30][CH2:31][O:32][C:33](=[O:34])[CH3:35].[Cl:11][c:12]1[cH:13][c:14]([N+:19](=[O:20])[O-:21])[c:15]([NH2:18])[cH:16][cH:17]1.[F:1][c:2]1[c:3]([C:4]#[N:5])[cH:6][c:7]([CH3:10])[cH:8][cH:9]1.[Li+:24].[OH-:23].[OH2:22].[OH2:25]>>[c:2]1([NH:18][c:15]2[c:14]([N+:19](=[O:20])[O-:21])[cH:13][c:12]([Cl:11])[cH:17][cH:16]2)[c:3]([C:4]#[N:5])[cH:6][c:7]([CH3:10])[cH:8][cH:9]1. The reactants are ClC=1C(=C(N)C=CC1)F (3-chloro-2-fluoroaniline), C(=O)C=1N=CNC1 (4-formylimidazole), O (water), [BH4-].[Na+] (sodium borohydride). Solvent: CO (methanol). Conditions: temperature 60 celsius, time 8 hour. Product: ClC=1C(=C(C=CC1)NCC=1NC=NC1)F ((3-Chloro-2-fluoro-phenyl)-(3H-imidazol-4-ylmethyl)-amine). The yield is 0.1%. RXN SMILES: [Cl:1][C:2]1[C:3]([F:9])=[C:4]([CH:6]=[CH:7][CH:8]=1)[NH2:5].[CH:10]([C:12]1[N:13]=[CH:14][NH:15][CH:16]=1)=O.[BH4-].[Na+].O>CO>[Cl:1][C:2]1[C:3]([F:9])=[C:4]([NH:5][CH2:10][C:12]2[NH:13][CH:14]=[N:15][CH:16]=2)[CH:6]=[CH:7][CH:8]=1 |f:2.3|. Procedure details: To a solution of 3-chloro-2-fluoroaniline (0.44 g, 3 mmol) in methanol (5 ml) was added 4-formylimidazole (0.29 g, 3 mmol). After stirring the mixture overnight at 60° C. the solution was cooled and sodium borohydride (0.57 g, 15 mmol) was added. The reaction mixture was stirred at room temperature for 4 hours. Then water was added and the mixture was extracted with ethyl acetate. The organic layer was separated, washed with water, dried over magnesium sulfate and evaporated. The residue was pur... Reactants: C(C)(C)(C)OC(=O)N1CCC(CC1)OC1=CC=C(C=C1)CCO (4-[4-(2-hydroxyethyl)-phenoxy]piperidine-1-carboxylic acid tert-butyl ester), CC(=O)OI1(C=2C=CC=CC2C(=O)O1)(OC(=O)C)OC(=O)C (Dess-Martin periodinane). The solvent is C(Cl)Cl (CH2Cl2), C(Cl)Cl (CH2Cl2). Conditions: time 8 hour. Product: C(C)(C)(C)OC(=O)N1CCC(CC1)OC1=CC=C(C=C1)CC=O (4-[4-(2-oxo-ethyl)-phenoxy]-piperidine-1-carboxylic acid tert-butyl ester). The yield is 35.2%. Reaction SMILES: [C:1]([O:5][C:6]([N:8]1[CH2:13][CH2:12][CH:11]([O:14][C:15]2[CH:20]=[CH:19][C:18]([CH2:21][CH2:22][OH:23])=[CH:17][CH:16]=2)[CH2:10][CH2:9]1)=[O:7])([CH3:4])([CH3:3])[CH3:2].CC(OI1(OC(C)=O)(OC(C)=O)OC(=O)C2C=CC=CC1=2)=O>C(Cl)Cl>[C:1]([O:5][C:6]([N:8]1[CH2:9][CH2:10][CH:11]([O:14][C:15]2[CH:16]=[CH:17][C:18]([CH2:21][CH:22]=[O:23])=[CH:19][CH:20]=2)[CH2:12][CH2:13]1)=[O:7])([CH3:4])([CH3:3])[CH3:2]. Procedure: A solution of 4-[4-(2-hydroxyethyl)-phenoxy]piperidine-1-carboxylic acid tert-butyl ester (8.10 g, 25.2 mmol) in 90 mL of CH2Cl2 was cooled to 0° C. as Dess-Martin periodinane (11.2 g, 26.5 mmol) was added in portions. After stirred at rt overnight, the reaction was diluted with 100 mL of CH2Cl2, and washed with saturated NaHCO3 (5×100 mL), water, and dried over Na2SO4. Flash chromatography with 60% Et2O in hexane gave 2.83 g (35%) of 4-[4-(2-oxo-ethyl)-phenoxy]-piperidine-1-carboxylic acid tert... Starting materials: C(C(=O)O)(=O)O (oxalic acid), O1[C@@H](C1)COC1=C2C=CNC2=CC=C1 ((S)-(+)-4-(oxiranylmethoxy)-1H-indole), O1C(COC2=C1C=CC=C2)CN2CCNCC2 (1-[(2,3-dihydro-1,4-benzodioxin-2-yl)methyl]piperazine), CO (methanol). Run in C(C)(=O)OCC (ethyl acetate), C(C)(=O)OCC (ethyl acetate). The product is C(C(=O)O)(=O)O.N1C=CC2=C(C=CC=C12)OC[C@H](CN1CCN(CC1)CC1COC2=C(O1)C=CC=C2)O ((2S)-(-)-1-(4-indolyloxy)-3-(4-[(2,3-dihydro-1,4-benzodioxin-2-yl)methyl]piperazin-1-yl)-2-propanol ethanedioate). RXN SMILES: [O:1]1[CH2:3][C@H:2]1[CH2:4][O:5][C:6]1[CH:14]=[CH:13][CH:12]=[C:11]2[C:7]=1[CH:8]=[CH:9][NH:10]2.[O:15]1[C:20]2[CH:21]=[CH:22][CH:23]=[CH:24][C:19]=2[O:18][CH2:17][CH:16]1[CH2:25][N:26]1[CH2:31][CH2:30][NH:29][CH2:28][CH2:27]1.[C:32]([OH:37])(=[O:36])[C:33]([OH:35])=[O:34].CO>C(OCC)(=O)C>[C:32]([OH:37])(=[O:36])[C:33]([OH:35])=[O:34].[NH:10]1[C:11]2[C:7](=[C:6]([O:5][CH2:4][C@@H:2]([OH:1])[CH2:3][N:29]3[CH2:30][CH2:31][N:26]([CH2:25][CH:16]4[O:15][C:20]5[CH:21]=[CH:22][CH:23]=[CH:24][C:19]=5[O:18][CH2:17]4)[CH2:27][CH2:28]3)[CH:14]=[CH:13][CH:12]=2)[CH:8]=[CH:9]1 |f:5.6|. Procedure: The title compound was prepared in similar fashion from (S)-(+)-4-(oxiranylmethoxy)-1H-indole and 1-[(2,3-dihydro-1,4-benzodioxin-2-yl)methyl]piperazine. The resulting free base was dissolved in ethyl acetate, and precipitated with one equivalent of oxalic acid in ethyl acetate in 77% overall yield. FDMS m/e=423 (M+ of free base). α[D]589 =-10.21 (c=0.82, methanol). Reactants: C1=C(c2c[nH]c3ccccc23)CCNC1, O=[Pt]. Yields the product c1ccc2c(C3CCNCC3)c[nH]c2c1. RXN SMILES: [NH:1]1[CH2:2][CH2:3][C:4]([c:7]2[cH:8][nH:9][c:10]3[cH:11][cH:12][cH:13][cH:14][c:15]23)=[CH:5][CH2:6]1.[Pt:16]=[O:17]>>[NH:1]1[CH2:2][CH2:3][CH:4]([c:7]2[cH:8][nH:9][c:10]3[cH:11][cH:12][cH:13][cH:14][c:15]23)[CH2:5][CH2:6]1. Product: CN1C(N(C(C2=C1SC(=C2)C)=O)C)=O (1,3,6-Trimethylthieno[2,3-d]pyrimidine-2,4(1H,3H)-dione). Conditions: time 1 hour. Procedure details: A solution of Step 3 intermediate (13.5 g, 74.17 mmol) in dry DMF (148 ml) was added anhydrous K2CO3 (51.25 g, 370.85 mmol) and the mixture was stirred at room temperature for 1 h. Methyl iodide (34.74 g, 244.78 mmol) was added slowly with stirring and further stirred at room temperature for 24 h. The reaction mixture was diluted with water and the solid precipitated out was filtered, washed with water and dried to give 12.6 gm of the product as a brown solid; 1H NMR (300 MHz, DMSO-d6) δ 2.42 (s... Starting materials: CI (Methyl iodide), CC1=CC2=C(NC(NC2=O)=O)S1 (6-Methylthieno[2,3-d]pyrimidine-2,4(1H,3H)-dione), intermediate, C(=O)([O-])[O-].[K+].[K+] (K2CO3). The solvent is CN(C)C=O (DMF), O (water). RXN SMILES: [CH3:1][C:2]1[S:12][C:5]2[NH:6][C:7](=O)[NH:8][C:9](=[O:10])[C:4]=2[CH:3]=1.[C:13]([O-:16])([O-])=O.[K+].[K+].[CH3:19]I>CN(C=O)C.O>[CH3:19][N:6]1[C:5]2[S:12][C:2]([CH3:1])=[CH:3][C:4]=2[C:9](=[O:10])[N:8]([CH3:7])[C:13]1=[O:16] |f:1.2.3|. Starting materials: ClC1=NC(=CC(=N1)C)C1=CC=C(C=C1)C(F)(F)F (2-chloro-4-methyl-6-(4-trifluoromethyl-phenyl)pyrimidine), IC=1N=CNC1 (4-iodo-imidazole). Yields the product IC=1N=CN(C1)C1=NC(=CC(=N1)C)C1=CC=C(C=C1)C(F)(F)F (2-(4-Iodo-imidazol-1-yl)-4-methyl-6-(4-trifluoromethyl-phenyl)-pyrimidine), solid. Yield: 72.0%. As a reaction SMILES: Cl[C:2]1[N:7]=[C:6]([CH3:8])[CH:5]=[C:4]([C:9]2[CH:14]=[CH:13][C:12]([C:15]([F:18])([F:17])[F:16])=[CH:11][CH:10]=2)[N:3]=1.[I:19][C:20]1[N:21]=[CH:22][NH:23][CH:24]=1>>[I:19][C:20]1[N:21]=[CH:22][N:23]([C:2]2[N:7]=[C:6]([CH3:8])[CH:5]=[C:4]([C:9]3[CH:14]=[CH:13][C:12]([C:15]([F:18])([F:17])[F:16])=[CH:11][CH:10]=3)[N:3]=2)[CH:24]=1. Reported procedure: The title compound was prepared from 2-chloro-4-methyl-6-(4-trifluoromethyl-phenyl)pyrimidine (example A.12) (2.34 g, 8.58 mmol) and commercially available 4-iodo-imidazole (2.50 g, 12.9 mmol) according to the general procedure IVa. Obtained as a light brown solid (2.67 g, 72%). MS (ISP) 431.1 [(M+H)+]; mp 167° C.